The task is: describe an organic reaction: reactants, conditions, products, and yield. This data is from the Open Reaction Database (ORD), a public repository of structured organic reaction records. Solvent: CN(C=O)C (N,N-dimethylformamide). As a reaction SMILES: [OH:1][C:2]1[CH:10]=[CH:9][C:5]([C:6]([OH:8])=[O:7])=[CH:4][CH:3]=1.C(=O)([O-])[O-].[K+].[K+].[CH2:17]([O:20][CH2:21][CH2:22]Cl)[CH2:18][CH3:19].O>CN(C)C=O>[CH2:17]([O:20][CH2:21][CH2:22][O:1][C:2]1[CH:10]=[CH:9][C:5]([C:6]([OH:8])=[O:7])=[CH:4][CH:3]=1)[CH2:18][CH3:19] |f:1.2.3|. Reported procedure: To a solution of 4-hydroxybenzoic acid (3.04 g) and anhydrous potassium carbonate (5.52 g) in N,N-dimethylformamide (20 ml) was added 2-propyloxyethyl chloride (2.94 g), and the mixture was stirred at room temperature overnight, and then stirred at 80° C. for 8 hours. To a reaction solution was added water, and then the mixture was extracted with ethyl acetate. The organic layer was washed with water and a saturated aqueous solution of sodium chloride, successively, dried and concentrated under ... Reaction conditions: time 8 hour. Yield: 105.6%. The reactants are O (water), OC1=CC=C(C(=O)O)C=C1 (4-hydroxybenzoic acid), C([O-])([O-])=O.[K+].[K+] (potassium carbonate), C(CC)OCCCl (2-propyloxyethyl chloride). Product: C(CC)OCCOC1=CC=C(C(=O)O)C=C1 (4-(2-Propyloxyethoxy)benzoic acid). The reactants are N12C[C@@H](C(CC1)CC2)NC(=O)C=2SC(=CC2)Br ((R)-N-(1-azabicyclo[2.2.2]oct-3-yl)(5-bromothiophene-2-carboxamide)), C([O-])([O-])=O.[K+].[K+] (potassium carbonate), O (Water). The reagents and catalysts are [Cu](I)I (copper iodide). Run in N1=CC=CC=C1 (pyridine). Conditions: temperature 125 celsius, time 65 hour. Product: N12C[C@@H](C(CC1)CC2)NC(=O)C=2SC(=CC2)OC2=CC=CC=C2 ((R)-N-(1-Azabicyclo[2.2.2]oct-3-yl)(5-phenoxythiophene-2-carboxamide)). Isolated yield 34.7%. Reaction SMILES: [N:1]12[CH2:8][CH2:7][CH:4]([CH2:5][CH2:6]1)[C@@H:3]([NH:9][C:10]([C:12]1[S:13][C:14](Br)=[CH:15][CH:16]=1)=[O:11])[CH2:2]2.[C:18](=[O:21])([O-])[O-].[K+].[K+].O>N1C=CC=CC=1.[Cu](I)I>[N:1]12[CH2:8][CH2:7][CH:4]([CH2:5][CH2:6]1)[C@@H:3]([NH:9][C:10]([C:12]1[S:13][C:14]([O:21][C:18]3[CH:6]=[CH:5][CH:4]=[CH:3][CH:2]=3)=[CH:15][CH:16]=1)=[O:11])[CH2:2]2 |f:1.2.3|. Procedure: To a solution of (R)-N-(1-azabicyclo[2.2.2]oct-3-yl)(5-bromothiophene-2-carboxamide) (463 mg) in pyridine (10 mL) phenol (158 mg), copper iodide (32 mg) and potassium carbonate (97 mg) were added. The mixture was stirred at 125° C. for 65 h under nitrogen. Water was added and the aqueous layer was extracted with chloroform. Following evaporation, the residue was purified by flash chromatography using 5-20% 3.5M methanolic ammonia/chloroform mixtures as the eluent and then by reverse phase HPLC o... Reactants: C(C)(C)(C)OC(NC1=C(C=C(C=C1)Cl)N)=O ((2-amino-4-chloro-phenyl)-carbamic acid tert-butyl ester), C(C)(C)(C)OC(CC(C1=CC(=CC=C1)C1=CC=NC=C1)=O)=O (3-oxo-3-(3-pyridin-4-yl-phenyl)-propionic acid tert-butyl ester). The product is C(C)(C)(C)OC(NC1=C(C=C(C=C1)Cl)NC(CC(C1=CC(=CC=C1)C1=CC=NC=C1)=O)=O)=O ({4-Chloro-2-[3-oxo-3-(3-pyridin-4-yl-phenyl)-propionylamino]-phenyl}-carbamic acid tert-butyl ester). Procedure details: Prepared from (2-amino-4-chloro-phenyl)-carbamic acid tert-butyl ester (Example J4) and 3-oxo-3-(3-pyridin-4-yl-phenyl)-propionic acid tert-butyl ester (Example K2) according to the general procedure M. Obtained as a yellow solid (270 mg). RXN SMILES: [C:1]([O:5][C:6](=[O:16])[NH:7][C:8]1[CH:13]=[CH:12][C:11]([Cl:14])=[CH:10][C:9]=1[NH2:15])([CH3:4])([CH3:3])[CH3:2].C([O:21][C:22](=O)[CH2:23][C:24](=[O:37])[C:25]1[CH:30]=[CH:29][CH:28]=[C:27]([C:31]2[CH:36]=[CH:35][N:34]=[CH:33][CH:32]=2)[CH:26]=1)(C)(C)C>>[C:1]([O:5][C:6](=[O:16])[NH:7][C:8]1[CH:13]=[CH:12][C:11]([Cl:14])=[CH:10][C:9]=1[NH:15][C:22](=[O:21])[CH2:23][C:24](=[O:37])[C:25]1[CH:30]=[CH:29][CH:28]=[C:27]([C:31]2[CH:32]=[CH:33][N:34]=[CH:35][CH:36]=2)[CH:26]=1)([CH3:4])([CH3:2])[CH3:3]. The reactants are C(C)OC(=O)C=1OC2=C(C1)C=C(C=C2)OCCN2CCC(CC2)C(F)(F)F (5-[2-(4-trifluoromethylpiperidin-1-yl)ethoxy]benzofuran-2-carboxylic acid ethyl ester), [OH-].[Li+] (lithium hydroxide). Run in C1CCOC1 (THF), O (water). Run at time 16 hour. Yields the product FC(C1CCN(CC1)CCOC=1C=CC2=C(C=C(O2)C(=O)O)C1)(F)F (5-[2-(4-Trifluoromethyl-piperidin-1-yl)-ethoxy]-benzofuran-2-carboxylic acid). RXN SMILES: C([O:3][C:4]([C:6]1[O:7][C:8]2[CH:14]=[CH:13][C:12]([O:15][CH2:16][CH2:17][N:18]3[CH2:23][CH2:22][CH:21]([C:24]([F:27])([F:26])[F:25])[CH2:20][CH2:19]3)=[CH:11][C:9]=2[CH:10]=1)=[O:5])C.[OH-].[Li+]>C1COCC1.O>[F:27][C:24]([F:25])([F:26])[CH:21]1[CH2:22][CH2:23][N:18]([CH2:17][CH2:16][O:15][C:12]2[CH:13]=[CH:14][C:8]3[O:7][C:6]([C:4]([OH:5])=[O:3])=[CH:10][C:9]=3[CH:11]=2)[CH2:19][CH2:20]1 |f:1.2|. Reported procedure: To a solution of 4-trifluoromethylpiperidine hydrochloride (1 g, 5.3 mmol) in THF (20 mL) was added methylbromoacetate (0.52 mL, 5.5 mmol) and triethylamine (2.2 mL, 15.8 mmol). The reaction was heated at reflux for 4 h and then diluted with water (50 mL) and the product extracted with ethyl acetate (3×20 mL). The combined organic fractions were washed with brine, dried over magnesium sulphate and concentrated in vacuo to yield (4-trifluoromethylpiperidin-1-yl)acetic acid methyl ester as a brown... Reactants: Cl.FC1=CC=C(C=C1)CC(CN(C)C)=O (1-(4-fluorophenyl)-3-(N,N-dimethylamino)propanone hydrochloride), N1C=NC=C1 (imidazole). Run in C(C)O (ethanol), O (water). Product: FC1=CC=C(C=C1)CC(CN1C=NC=C1)=O (1-(4-fluorophenyl)-3-(imidazol-1-yl)propanone). Yield: 54.1%. Reaction SMILES: Cl.[F:2][C:3]1[CH:8]=[CH:7][C:6]([CH2:9][C:10](=[O:15])[CH2:11][N:12]([CH3:14])[CH3:13])=[CH:5][CH:4]=1.[NH:16]1C=CN=[CH:17]1>C(O)C.O>[F:2][C:3]1[CH:4]=[CH:5][C:6]([CH2:9][C:10](=[O:15])[CH2:11][N:12]2[CH:14]=[CH:17][N:16]=[CH:13]2)=[CH:7][CH:8]=1 |f:0.1|. Procedure: A solution of product from step B (7.80 g, 36.6 mmol) in ethanol (30 ml) and water (30 ml) containing imidazole (12.4 g, 183.0 mmol) was heated under reflux for 6 hrs. The mixture was allowed to cool and partitioned between dichloromethane (100 ml) and water (100 ml), the organic phase was washed with brine (5×100 ml) separated and dried (MgSO4). Evaporation of the residue left a yellow oil. This was purified by chromatography (Biotage flash 40, 90 g, SiO2 cartridge) eluting with a gradient of 0...